This data is from the Open Reaction Database (ORD), a public repository of structured organic reaction records. The task is: describe an organic reaction: reactants, conditions, products, and yield The reactants are CN(C)C=O, ClCCl, O=C(O)C=Cc1cccc(S(=O)(=O)Nc2ccc3ccccc3c2)c1. Product: O=C(Cl)C=Cc1cccc(S(=O)(=O)Nc2ccc3ccccc3c2)c1. As a reaction SMILES: [CH3:29][N:30]([CH3:31])[CH:32]=[O:33].[Cl:26][CH2:27][Cl:28].[cH:1]1[c:2]([NH:11][S:12](=[O:13])(=[O:14])[c:15]2[cH:16][c:17]([CH:21]=[CH:22][C:23](=[O:24])[OH:25])[cH:18][cH:19][cH:20]2)[cH:3][cH:4][c:5]2[cH:6][cH:7][cH:8][cH:9][c:10]12>>[cH:1]1[c:2]([NH:11][S:12](=[O:13])(=[O:14])[c:15]2[cH:16][c:17]([CH:21]=[CH:22][C:23](=[O:25])[Cl:26])[cH:18][cH:19][cH:20]2)[cH:3][cH:4][c:5]2[cH:6][cH:7][cH:8][cH:9][c:10]12. Reactants: NC1=C(C=CC=C1N)O (2,3-diaminophenol), C(C(=O)N1C=NC=C1)(=O)N1C=NC=C1 (1,1′-oxalyldiimidazole). Solvent: O1CCCC1 (tetrahydrofurane). The product is OC1=C2NC(C(NC2=CC=C1)=O)=O (5-hydroxy-1,4-dihydroquinoxaline-2,3-dione). Reaction SMILES: [NH2:1][C:2]1[C:7]([NH2:8])=[CH:6][CH:5]=[CH:4][C:3]=1[OH:9].[C:10](N1C=CN=C1)(=[O:18])[C:11](N1C=CN=C1)=[O:12]>O1CCCC1>[OH:9][C:3]1[CH:4]=[CH:5][CH:6]=[C:7]2[C:2]=1[NH:1][C:10](=[O:18])[C:11](=[O:12])[NH:8]2. Procedure details: A solution of 2,3-diaminophenol (50 g) and 1,1′-oxalyldiimidazole (92 g) and tetrahydrofurane (1.2 L) is refluxed 30 minutes. The solvent is removed under reduced pressure and the remaining solid taken into ethyl acetate. The organic phase is washed with 1M aqueous hydrochloric solution, dried over sodium sulphate and concentrated under vacuum. The crude solid obtained is recrystallised from dimethylformamide; yield: 14.8 g; MS: 177.1 (M−1); 1H NMR (DMSO-d6, 300 MHz): δ [ppm] 6.61 (m, 2H); 6.91 ... Reaction SMILES: [Cl:1][C:2]1[CH:8]=[CH:7][C:5]([NH2:6])=[CH:4][CH:3]=1.Br[CH:10]([CH3:16])[C:11]([O:13][CH2:14][CH3:15])=[O:12]>>[CH2:14]([O:13][C:11](=[O:12])[C@H:10]([CH3:16])[NH:6][C:5]1[CH:7]=[CH:8][C:2]([Cl:1])=[CH:3][CH:4]=1)[CH3:15]. Starting materials: ClC1=CC=C(N)C=C1 (4-chloroaniline), BrC(C(=O)OCC)C (ethyl 2-bromoproprionate). Yields the product C(C)OC([C@@H](NC1=CC=C(C=C1)Cl)C)=O (N-(4-Chlorophenyl)alanine ethyl ester). Procedure: This compound was prepared in a manner analagous to the process described in synthesis example 14, except using 4-chloroaniline and ethyl 2-bromoproprionate. The product is CC(C)(C)c1nsc(CO)n1. Reactants: COC(=O)c1nc(C(C)(C)C)ns1, O=C([O-])O, CC(C)C[Al+]CC(C)C, Cc1ccccc1, ClCCl, Cl, [H-], [Na+]. Reaction SMILES: [C:1]([CH3:2])([CH3:3])([CH3:4])[c:5]1[n:6][s:7][c:8]([C:10](=[O:11])[O:12][CH3:13])[n:9]1.[C:25](=[O:26])([O-:27])[OH:28].[CH2:15]([Al+:16][CH2:17][CH:18]([CH3:19])[CH3:20])[CH:21]([CH3:22])[CH3:23].[CH3:33][c:34]1[cH:35][cH:36][cH:37][cH:38][cH:39]1.[Cl:30][CH2:31][Cl:32].[ClH:24].[H-:14].[Na+:29]>>[C:1]([CH3:2])([CH3:3])([CH3:4])[c:5]1[n:6][s:7][c:8]([CH2:10][OH:11])[n:9]1. The reactants are solution, Cl (hydrogen chloride), ClC=1C=CC(=C(OCC[C@H]2N(C[C@@H](C2)O)C)C1)CCC1=CC=CC=C1 ((2R,4R)-2-{2-[5-chloro-2-(2-phenylethyl)phenoxy]ethyl}-4-hydroxy-1-methylpyrrolidine). The solvent is C(C)(=O)OCC (ethyl acetate), C(C)(=O)OCC (ethyl acetate). The product is Cl.ClC=1C=CC(=C(OCC[C@H]2N(C[C@@H](C2)O)C)C1)CCC1=CC=CC=C1 ((2R,4R)-2-{2-[5-Chloro-2-(2-phenylethyl)phenoxy]ethyl}-4-hydroxy-1-methylpyrrolidine hydrochloride). Yield: 129.8%. As a reaction SMILES: [Cl:1][C:2]1[CH:3]=[CH:4][C:5]([CH2:18][CH2:19][C:20]2[CH:25]=[CH:24][CH:23]=[CH:22][CH:21]=2)=[C:6]([CH:17]=1)[O:7][CH2:8][CH2:9][C@@H:10]1[CH2:14][C@@H:13]([OH:15])[CH2:12][N:11]1[CH3:16].Cl>C(OCC)(=O)C>[ClH:1].[Cl:1][C:2]1[CH:3]=[CH:4][C:5]([CH2:18][CH2:19][C:20]2[CH:21]=[CH:22][CH:23]=[CH:24][CH:25]=2)=[C:6]([CH:17]=1)[O:7][CH2:8][CH2:9][C@@H:10]1[CH2:14][C@@H:13]([OH:15])[CH2:12][N:11]1[CH3:16] |f:3.4|. Procedure: 256 mg of (2R,4R)-2-{2-[5-chloro-2-(2-phenylethyl)phenoxy]ethyl}-4-hydroxy-1-methylpyrrolidine [prepared as described in step (b) above] were dissolved in 5 ml of ethyl acetate, and then 0.18 ml of a 4N solution of hydrogen chloride in ethyl acetate was added to the resulting solution. The solvent was then removed by evaporation under reduced pressure. The resulting oily substance was dissolved in 10 ml of ethyl acetate, and allowed to stand at room temperature. The crystals which precipitated w...